This data is from the Open Reaction Database (ORD), a public repository of structured organic reaction records. The task is: describe an organic reaction: reactants, conditions, products, and yield Starting materials: Cl.ClC1=CC=C(C=C1)C1CCNCC1 (4-(4-chlorophenyl)piperidine hydrochloride), OCC1=CC=2NC(C3N(C2N=C1)CCSC3)=O (3-(hydroxymethyl)-6a,7,9,10-tetrahydropyrido[3,2-e][1,4]thiazino[4,3-a]pyrazin-6(5H)-one), C(C)N(C(C)C)C(C)C (N-ethyl-N-isopropylpropan-2-amine), OCC1=CC=2NC(C3N(C2N=C1)CCSC3)=O (3-(hydroxymethyl)-6a,7,9,10-tetrahydropyrido[3,2-e][1,4]thiazino[4,3-a]pyrazin-6(5H)-one), [I-].C(#N)C[P+](C)(C)C ((cyanomethyl)trimethylphosphonium iodide). Run in O (water), C(CC)#N (propionitrile). Run at temperature 90 celsius, time 2 hour. Product: ClC1=CC=C(C=C1)C1CCN(CC1)CC1=CC=2NC(C3N(C2N=C1)CCSC3)=O (3-((4-(4-chlorophenyl)piperidin-1-yl)methyl)-6a,7,9,10-tetrahydropyrido[3,2-e][1,4]thiazino[4,3-a]pyrazin-6(5H)-one). Isolated yield 55.8%. Reaction SMILES: O[CH2:2][C:3]1[CH:12]=[N:11][C:10]2[N:9]3[CH2:13][CH2:14][S:15][CH2:16][CH:8]3[C:7](=[O:17])[NH:6][C:5]=2[CH:4]=1.[I-].C(C[P+](C)(C)C)#N.C(N(C(C)C)C(C)C)C.Cl.[Cl:36][C:37]1[CH:42]=[CH:41][C:40]([CH:43]2[CH2:48][CH2:47][NH:46][CH2:45][CH2:44]2)=[CH:39][CH:38]=1>C(#N)CC.O>[Cl:36][C:37]1[CH:42]=[CH:41][C:40]([CH:43]2[CH2:44][CH2:45][N:46]([CH2:2][C:3]3[CH:12]=[N:11][C:10]4[N:9]5[CH2:13][CH2:14][S:15][CH2:16][CH:8]5[C:7](=[O:17])[NH:6][C:5]=4[CH:4]=3)[CH2:47][CH2:48]2)=[CH:39][CH:38]=1 |f:1.2,4.5|. Procedure: 3-(hydroxymethyl)-6a,7,9,10-tetrahydropyrido[3,2-e][1,4]thiazino[4,3-a]pyrazin-6(5H)-one (Compound 86C; 100 mg, 0.36 mmol) was suspended in propionitrile (1 mL) and (cyanomethyl)trimethylphosphonium iodide (123.0 mg, 0.51 mmol) was added followed by N-ethyl-N-isopropylpropan-2-amine (180 ul, 1.03 mmol). To the stirred mixture was then added 4-(4-chlorophenyl)piperidine hydrochloride (104.5 mg, 0.45 mmol). The reaction was heated to 90° C. with stirring for 2 h. The reaction was then cooled to ro... The reactants are CC(C)(C)[Si](OC1CC2OC(=O)CC2C1CCC1(COc2cccc(Cl)c2)OCCO1)(c1ccccc1)c1ccccc1, O=C([O-])C(O)C(O)C(=O)[O-], CC(C)C[AlH]CC(C)C, CCOC(C)=O, Cc1ccccc1, [K+], [Na+]. Yields the product CC(C)(C)[Si](OC1CC2OC(O)CC2C1CCC1(COc2cccc(Cl)c2)OCCO1)(c1ccccc1)c1ccccc1. As a reaction SMILES: [C:1]([CH3:2])([CH3:3])([CH3:4])[Si:5]([O:6][CH:7]1[CH:8]([CH2:16][CH2:17][C:18]2([CH2:19][O:20][c:21]3[cH:22][c:23]([Cl:27])[cH:24][cH:25][cH:26]3)[O:28][CH2:29][CH2:30][O:31]2)[CH:9]2[CH:10]([O:11][C:12](=[O:14])[CH2:13]2)[CH2:15]1)([c:32]1[cH:33][cH:34][cH:35][cH:36][cH:37]1)[c:38]1[cH:39][cH:40][cH:41][cH:42][cH:43]1.[C:59]([O-:60])(=[O:61])[CH:62]([CH:63]([C:64]([O-:65])=[O:66])[OH:67])[OH:68].[CH3:44][CH:45]([CH2:46][AlH:47][CH2:48][CH:49]([CH3:50])[CH3:51])[CH3:52].[CH3:53][CH2:54][O:55][C:56](=[O:57])[CH3:58].[CH3:71][c:72]1[cH:73][cH:74][cH:75][cH:76][cH:77]1.[K+:69].[Na+:70]>>[C:1]([CH3:2])([CH3:3])([CH3:4])[Si:5]([O:6][CH:7]1[CH:8]([CH2:16][CH2:17][C:18]2([CH2:19][O:20][c:21]3[cH:22][c:23]([Cl:27])[cH:24][cH:25][cH:26]3)[O:28][CH2:29][CH2:30][O:31]2)[CH:9]2[CH:10]([O:11][CH:12]([OH:14])[CH2:13]2)[CH2:15]1)([c:32]1[cH:33][cH:34][cH:35][cH:36][cH:37]1)[c:38]1[cH:39][cH:40][cH:41][cH:42][cH:43]1. RXN SMILES: [CH3:1][O:2][C:3]1[CH:8]=[C:7]([CH2:9][NH:10][CH2:11][CH2:12][CH2:13][NH:14][CH2:15][CH2:16][CH2:17][CH2:18][NH:19][CH2:20][CH2:21][CH2:22][NH:23][CH2:24][C:25]2[CH:30]=[CH:29][C:28]([OH:31])=[C:27]([O:32][CH3:33])[CH:26]=2)[CH:6]=[CH:5][C:4]=1[OH:34].C([NH:38][CH:39]([CH3:53])[CH2:40][CH:41]([C:45]1[CH:50]=[CH:49][C:48]([CH3:51])=[C:47]([CH3:52])[CH:46]=1)[C:42]([OH:44])=[O:43])(=O)C.Cl.C(=O)(O)[O-].[Na+]>O>[CH3:33][O:32][C:27]1[CH:26]=[C:25]([CH2:24][NH:23][CH2:22][CH2:21][CH2:20][NH:19][CH2:18][CH2:17][CH2:16][CH2:15][NH:14][CH2:13][CH2:12][CH2:11][NH:10][CH2:9][C:7]2[CH:6]=[CH:5][C:4]([OH:34])=[C:3]([O:2][CH3:1])[CH:8]=2)[CH:30]=[CH:29][C:28]=1[OH:31].[NH2:38][CH:39]([CH3:53])[CH2:40][CH:41]([C:45]1[CH:50]=[CH:49][C:48]([CH3:51])=[C:47]([CH3:52])[CH:46]=1)[C:42]([OH:44])=[O:43] |f:0.1,3.4,6.7|. The product is COC1=C(C=CC(=C1)CNCCCNCCCCNCCCNCC2=CC(=C(C=C2)O)OC)O.NC(CC(C(=O)O)C1=CC(=C(C=C1)C)C)C (dl-6 (2-Aminopropyl)-3,4-dimethylphenylacetic acid). Solvent: O (water). Procedure: 0.5 g of the acetamido acid prepared in Example 10 was refluxed for 18 hours with 20 ml of 6N hydrochloric acid. The excess acid was removed in the rotary evaporator, leaving a semi-solid residue. This was dissolved in five ml of water and sodium bicarbonate solution added to pH 6-7, whereupon a voluminous white precipitate formed. After chilling for an hour, the solid was recovered by filtration and recrystallized from aqueous ethanol. The white crystals of the above-named product thus obtained... The reactants are COC1=C(C=CC(=C1)CNCCCNCCCCNCCCNCC2=CC(=C(C=C2)O)OC)O.C(C)(=O)NC(CC(C(=O)O)C1=CC(=C(C=C1)C)C)C (dl-6 (2-Acetamidopropyl)-3,4-dimethylphenylacetic acid), Cl (hydrochloric acid), C([O-])(O)=O.[Na+] (sodium bicarbonate). Reactants: FC(S(=O)(=O)OC=1C(=CC2=C(C(=C(O2)C2=CC=C(C=C2)F)C(NC)=O)C1)[N+](=O)[O-])(F)F (2-(4-fluorophenyl)-3-(methylcarbamoyl)-6-nitrobenzofuran-5-yl trifluoromethanesulfonate), C(C)(C)(C)NC(=O)C=1C=C(C=C(C1)[N+](=O)[O-])B(O)O ((3-(tert-butylcarbamoyl)-5-nitrophenyl)boronic acid), C(=O)([O-])[O-].[Cs+].[Cs+] (Cs2CO3). Reagents/catalysts: C=1C=CC(=CC1)[P](C=2C=CC=CC2)(C=3C=CC=CC3)[Pd]([P](C=4C=CC=CC4)(C=5C=CC=CC5)C=6C=CC=CC6)([P](C=7C=CC=CC7)(C=8C=CC=CC8)C=9C=CC=CC9)[P](C=1C=CC=CC1)(C=1C=CC=CC1)C=1C=CC=CC1 (tetrakis(triphenylphosphine)palladium(0)). Solvent: O1CCOCC1 (dioxane), O (water). Reaction conditions: temperature 99 celsius. Product: C(C)(C)(C)NC(=O)C=1C=C(C=C(C1)[N+](=O)[O-])C=1C(=CC2=C(C(=C(O2)C2=CC=C(C=C2)F)C(=O)NC)C1)[N+](=O)[O-] (5-(3-(tert-butylcarbamoyl)-5-nitrophenyl)-2-(4-fluorophenyl)-N-methyl-6-nitrobenzofuran-3-carboxamide). The yield is 75.7%. RXN SMILES: FC(F)(F)S(O[C:7]1[C:8]([N+:27]([O-:29])=[O:28])=[CH:9][C:10]2[O:14][C:13]([C:15]3[CH:20]=[CH:19][C:18]([F:21])=[CH:17][CH:16]=3)=[C:12]([C:22](=[O:25])[NH:23][CH3:24])[C:11]=2[CH:26]=1)(=O)=O.[C:32]([NH:36][C:37]([C:39]1[CH:40]=[C:41](B(O)O)[CH:42]=[C:43]([N+:45]([O-:47])=[O:46])[CH:44]=1)=[O:38])([CH3:35])([CH3:34])[CH3:33].C([O-])([O-])=O.[Cs+].[Cs+]>O1CCOCC1.O.C1C=CC([P]([Pd]([P](C2C=CC=CC=2)(C2C=CC=CC=2)C2C=CC=CC=2)([P](C2C=CC=CC=2)(C2C=CC=CC=2)C2C=CC=CC=2)[P](C2C=CC=CC=2)(C2C=CC=CC=2)C2C=CC=CC=2)(C2C=CC=CC=2)C2C=CC=CC=2)=CC=1>[C:32]([NH:36][C:37]([C:39]1[CH:40]=[C:41]([C:7]2[C:8]([N+:27]([O-:29])=[O:28])=[CH:9][C:10]3[O:14][C:13]([C:15]4[CH:16]=[CH:17][C:18]([F:21])=[CH:19][CH:20]=4)=[C:12]([C:22]([NH:23][CH3:24])=[O:25])[C:11]=3[CH:26]=2)[CH:42]=[C:43]([N+:45]([O-:47])=[O:46])[CH:44]=1)=[O:38])([CH3:35])([CH3:33])[CH3:34] |f:2.3.4,^1:67,69,88,107|. Procedure: To a mixture of 2-(4-fluorophenyl)-3-(methylcarbamoyl)-6-nitrobenzofuran-5-yl trifluoromethanesulfonate (400 mg), (3-(tert-butylcarbamoyl)-5-nitrophenyl)boronic acid (345 mg) and Cs2CO3 (846 mg) in dioxane (8 mL) and water (1.5 mL) was added tetrakis(triphenylphosphine)palladium(0) (150 mg). The mixture was flushed with nitrogen and then heated at 99° C. for 16 hours. The mixture was diluted with water and extracted with EtOAc (2×100 mL). The organic layers were combined, washed with brine, drie... Starting materials: CC(C)(C)OC(=O)N1CCCC1c1nc2ccc(Br)cc2[nH]1, CC(C)(C)OC(=O)N1CCCC1c1nc2ccc(B3OC(C)(C)C(C)(C)O3)cc2[nH]1, O=C([O-])[O-], COCCOC, CCOC(C)=O, [K+], [K+], O, c1ccc(P(c2ccccc2)(c2ccccc2)[Pd](P(c2ccccc2)(c2ccccc2)c2ccccc2)(P(c2ccccc2)(c2ccccc2)c2ccccc2)P(c2ccccc2)(c2ccccc2)c2ccccc2)cc1. The product is CC(C)(C)OC(=O)N1CCCC1c1nc2ccc(-c3ccc4nc(C5CCCN5C(=O)OC(C)(C)C)[nH]c4c3)cc2[nH]1. As a reaction SMILES: [C:1]([CH3:2])([CH3:3])([CH3:4])[O:5][C:6](=[O:7])[N:8]1[CH:9]([c:13]2[n:14][c:15]3[c:16]([nH:17]2)[cH:18][c:19]([Br:22])[cH:20][cH:21]3)[CH2:10][CH2:11][CH2:12]1.[C:23]([CH3:24])([CH3:25])([CH3:26])[O:27][C:28](=[O:29])[N:30]1[CH:31]([c:35]2[n:36][c:37]3[c:38]([nH:39]2)[cH:40][c:41]([B:44]2[O:45][C:46]([CH3:47])([CH3:48])[C:49]([CH3:50])([CH3:51])[O:52]2)[cH:42][cH:43]3)[CH2:32][CH2:33][CH2:34]1.[C:53](=[O:54])([O-:55])[O-:56].[CH3:59][O:60][CH2:61][CH2:62][O:63][CH3:64].[CH3:66][CH2:67][O:68][C:69](=[O:70])[CH3:71].[K+:57].[K+:58].[OH2:65].[cH:72]1[cH:73][cH:74][c:75]([P:76]([Pd:77]([P:78]([c:79]2[cH:80][cH:81][cH:82][cH:83][cH:84]2)([c:85]2[cH:86][cH:87][cH:88][cH:89][cH:90]2)[c:91]2[cH:92][cH:93][cH:94][cH:95][cH:96]2)([P:97]([c:98]2[cH:99][cH:100][cH:101][cH:102][cH:103]2)([c:104]2[cH:105][cH:106][cH:107][cH:108][cH:109]2)[c:110]2[cH:111][cH:112][cH:113][cH:114][cH:115]2)[P:116]([c:117]2[cH:118][cH:119][cH:120][cH:121][cH:122]2)([c:123]2[cH:124][cH:125][cH:126][cH:127][cH:128]2)[c:129]2[cH:130][cH:131][cH:132][cH:133][cH:134]2)([c:135]2[cH:136][cH:137][cH:138][cH:139][cH:140]2)[c:141]2[cH:142][cH:143][cH:144][cH:145][cH:146]2)[cH:147][cH:148]1>>[C:1]([CH3:2])([CH3:3])([CH3:4])[O:5][C:6](=[O:7])[N:8]1[CH:9]([c:13]2[n:14][c:15]3[c:16]([nH:17]2)[cH:18][c:19](-[c:41]2[cH:40][c:38]4[c:37]([n:36][c:35]([CH:31]5[N:30]([C:28]([O:27][C:23]([CH3:24])([CH3:25])[CH3:26])=[O:29])[CH2:34][CH2:33][CH2:32]5)[nH:39]4)[cH:43][cH:42]2)[cH:20][cH:21]3)[CH2:10][CH2:11][CH2:12]1.